The task is: describe an organic reaction: reactants, conditions, products, and yield. This data is from the Open Reaction Database (ORD), a public repository of structured organic reaction records. The reactants are C12(CC3CC(CC(C1)C3)C2)CO (adamantan-1-ylmethanol), C[C@]12CC[C@H](C1(C)C)C[C@H]2O ([(1S)-endo]-(−)-borneol), ClC=1C(=CC(=C(C(=O)NS(=O)(=O)C)C1)F)F (5-chloro-2,4-difluoro-N-(methylsulfonyl)benzamide), ClC=1C(=CC(=C(C(=O)NS(N(C)C)(=O)=O)C1)F)F (5-chloro-N—(N,N-dimethylsulfamoyl)-2,4-difluorobenzamide). Yields the product ClC=1C(=CC(=C(C(=O)NS(N(C)C)(=O)=O)C1)F)O[C@H]1[C@]2(CC[C@@H](C1)C2(C)C)C (5-chloro-N—(N,N-dimethylsulfamoyl)-2-fluoro-4-(((1S,2R,4S)-1,7,7-trimethylbicyclo[2.2.1]heptan-2-yl)oxy)benzamide), solid. Yield: 34.0%. Reaction SMILES: ClC1C(F)=CC(F)=C(C=1)C(NS(C)(=O)=O)=O.[Cl:17][C:18]1[C:19](F)=[CH:20][C:21]([F:33])=[C:22]([CH:32]=1)[C:23]([NH:25][S:26](=[O:31])(=[O:30])[N:27]([CH3:29])[CH3:28])=[O:24].C12(CO)CC3CC(CC(C3)C1)C2.[CH3:47][C@@:48]12[C@H:56]([OH:57])[CH2:55][C@@H:51]([C:52]1([CH3:54])[CH3:53])[CH2:50][CH2:49]2>>[Cl:17][C:18]1[C:19]([O:57][C@@H:56]2[CH2:55][C@H:51]3[C:52]([CH3:54])([CH3:53])[C@:48]2([CH3:47])[CH2:49][CH2:50]3)=[CH:20][C:21]([F:33])=[C:22]([CH:32]=1)[C:23]([NH:25][S:26](=[O:31])(=[O:30])[N:27]([CH3:29])[CH3:28])=[O:24]. Procedure: Following the procedure as described in Example 8 and making variations as required to replace 5-chloro-2,4-difluoro-N-(methylsulfonyl)benzamide with 5-chloro-N—(N,N-dimethylsulfamoyl)-2,4-difluorobenzamide and adamantan-1-ylmethanol with [(1S)-endo]-(−)-borneol, the title compound was obtained as a colorless solid (0.17 g, 34%): 1H NMR (300 MHz, CDCl3) δ 8.64 (s, 1H), 8.20-8.00 (m, 1H), 6.67-6.43 (m, 1H), 4.47-4.25 (m, 1H), 3.03 (s, 6H), 2.55-2.20 (m, 2H), 1.92-1.69 (m, 2H), 1.51-1.19 (m, 2H), ... Reported procedure: 3.0 g of lithium cyanide and 16 ml of diethyl cyanophosphate were dissolved in 200 ml of dry tetrahydrofuran, and 10 g of methyl 3-oxo-4-androstene-17β-carboxylate were added little by little at room temperature to the resulting solution. The reaction mixture was stirred at room temperature for 15 minutes, after which the tetrahydrofuran was removed by distillation under reduced pressure. The residue was dissolved in 300 ml of a 1:1 by volume mixture of ethyl acetate and benzene, and the resulti... Reaction conditions: time 15 minute. Reactants: [C-]#N.[Li+] (lithium cyanide), P(=O)(OCC)(OCC)C#N (diethyl cyanophosphate), O=C1C=C2CC[C@H]3[C@@H]4CC[C@@H]([C@@]4(C)CC[C@@H]3[C@]2(CC1)C)C(=O)OC (methyl 3-oxo-4-androstene-17β-carboxylate). Run in O1CCCC1 (tetrahydrofuran). Product: C(#N)C1=CC2=CC[C@H]3[C@@H]4CC[C@@H]([C@@]4(C)CC[C@@H]3[C@]2(CC1)C)C(=O)OC (Methyl 3-cyanoandrosta-3,5-diene-17β-carboxylate). As a reaction SMILES: [C-]#N.[Li+].P([C:12]#[N:13])(OCC)(OCC)=O.O=[C:15]1[CH2:32][CH2:31][C@@:30]2([CH3:33])[C:17]([CH2:18][CH2:19][C@@H:20]3[C@@H:29]2[CH2:28][CH2:27][C@@:25]2([CH3:26])[C@H:21]3[CH2:22][CH2:23][C@@H:24]2[C:34]([O:36][CH3:37])=[O:35])=[CH:16]1>O1CCCC1>[C:12]([C:15]1[CH2:32][CH2:31][C@@:30]2([CH3:33])[C:17](=[CH:18][CH2:19][C@@H:20]3[C@@H:29]2[CH2:28][CH2:27][C@@:25]2([CH3:26])[C@H:21]3[CH2:22][CH2:23][C@@H:24]2[C:34]([O:36][CH3:37])=[O:35])[CH:16]=1)#[N:13] |f:0.1|. Starting materials: CC#CC(=O)OCC, CCOc1cccc(O)c1F, C1CCC2=NCCCN2CC1, C1CCOC1. Yields the product CCOC(=O)C=C(C)Oc1cccc(OCC)c1F. RXN SMILES: [CH2:12]([CH3:13])[O:14][C:15]([C:16]#[C:17][CH3:18])=[O:19].[CH2:1]([CH3:2])[O:3][c:4]1[c:5]([F:11])[c:6]([OH:10])[cH:7][cH:8][cH:9]1.[N:20]12[CH2:21][CH2:22][CH2:23][N:24]=[C:25]1[CH2:26][CH2:27][CH2:28][CH2:29][CH2:30]2.[O:31]1[CH2:32][CH2:33][CH2:34][CH2:35]1>>[CH2:1]([CH3:2])[O:3][c:4]1[c:5]([F:11])[c:6]([O:10][C:17](=[CH:16][C:15]([O:14][CH2:12][CH3:13])=[O:19])[CH3:18])[cH:7][cH:8][cH:9]1. Reactants: FC=1C=C(N)C=CC1COCCOC (3-fluoro-4-((2-methoxyethoxy)methyl)aniline), N1=CC=CC=C1 (pyridine), CC(=O)C (acetone), ClC(=O)OC1=CC=CC=C1 (phenyl chloroformate). Conditions: time 1 hour. Yields the product C(C1=CC=CC=C1)(=O)ONC1=CC(=C(C=C1)COCCOC)F (O-benzoyl-N-(3-fluoro-4-((2-methoxyethoxy)methyl)phenyl)-hydroxylamine). RXN SMILES: [F:1][C:2]1[CH:3]=[C:4]([CH:6]=[CH:7][C:8]=1[CH2:9][O:10][CH2:11][CH2:12][O:13][CH3:14])[NH2:5].N1[CH:20]=[CH:19][CH:18]=[CH:17][CH:16]=1.ClC(OC1C=CC=CC=1)=[O:23].C[C:32]([CH3:34])=[O:33]>>[C:32]([O:23][NH:5][C:4]1[CH:6]=[CH:7][C:8]([CH2:9][O:10][CH2:11][CH2:12][O:13][CH3:14])=[C:2]([F:1])[CH:3]=1)(=[O:33])[C:34]1[CH:20]=[CH:19][CH:18]=[CH:17][CH:16]=1. Reported procedure: To a stirred solution of 3-fluoro-4-((2-methoxyethoxy)methyl)aniline (2.5 g, 13.0 mmol, 1 eq) in acetone (25 mL) was added pyridine (3.15 mL, 39.0 mmol, 3 eq) followed by phenyl chloroformate (1.64 mL, 13.0 mmol, 1 eq) at 0° C. and the mixture was stirred at RT for 1 h. The solvent was evaporated and resulting residue was purified by CC using ethyl acetate/PE (3:7) as eluent to get O-benzoyl-N-(3-fluoro-4-((2-methoxyethoxy)methyl)phenyl)-hydroxylamine as white solid (TLC system: EtOAc/PE (1:1), ... Yields the product CC(C)[Si](OC1CCC(CO)CC1)(C(C)C)C(C)C. As a reaction SMILES: [Al+3:2].[CH2:36]1[O:37][CH2:38][CH2:39][CH2:40]1.[CH3:29][CH2:30][O:31][C:32](=[O:33])[CH3:34].[CH:7]([CH3:8])([CH3:9])[Si:10]([O:11][CH:12]1[CH2:13][CH2:14][CH:15]([C:18](=[O:19])[O:20][CH2:21][CH3:22])[CH2:16][CH2:17]1)([CH:23]([CH3:24])[CH3:25])[CH:26]([CH3:27])[CH3:28].[H-:1].[H-:4].[H-:5].[H-:6].[Li+:3].[NH3:35]>>[CH:7]([CH3:8])([CH3:9])[Si:10]([O:11][CH:12]1[CH2:13][CH2:14][CH:15]([CH2:18][OH:19])[CH2:16][CH2:17]1)([CH:23]([CH3:24])[CH3:25])[CH:26]([CH3:27])[CH3:28]. The reactants are [Al+3], C1CCOC1, CCOC(C)=O, CCOC(=O)C1CCC(O[Si](C(C)C)(C(C)C)C(C)C)CC1, [H-], [H-], [H-], [H-], [Li+], N. The reactants are OC1N(C(C2=CC=CC=C12)=O)C1=NC2=NC(=CC=C2C=C1)OC (3-hydroxy-2-(7-methoxy-1,8-naphthyridin-2-yl)-1-isoindolinone), [H-].[Na+] (sodium hydride), ClCC(=O)N1CCOCC1 (N-chloroacetylmorpholine). Solvent: CN(C=O)C (dimethylformamide). The product is COC1=CC=C2C=CC(=NC2=N1)N1C(C2=CC=CC=C2C1OCC(=O)N1CCOCC1)=O (2-(7-Methoxy-1,8-naphthyridin-2-yl)-3-(2-morpholino-2-oxoethoxy)-1-isoindolinone). The yield is 11.5%. Reaction SMILES: [OH:1][CH:2]1[C:10]2[C:5](=[CH:6][CH:7]=[CH:8][CH:9]=2)[C:4](=[O:11])[N:3]1[C:12]1[CH:21]=[CH:20][C:19]2[C:14](=[N:15][C:16]([O:22][CH3:23])=[CH:17][CH:18]=2)[N:13]=1.[H-].[Na+].Cl[CH2:27][C:28]([N:30]1[CH2:35][CH2:34][O:33][CH2:32][CH2:31]1)=[O:29]>CN(C)C=O>[CH3:23][O:22][C:16]1[N:15]=[C:14]2[C:19]([CH:20]=[CH:21][C:12]([N:3]3[CH:2]([O:1][CH2:27][C:28]([N:30]4[CH2:35][CH2:34][O:33][CH2:32][CH2:31]4)=[O:29])[C:10]4[C:5](=[CH:6][CH:7]=[CH:8][CH:9]=4)[C:4]3=[O:11])=[N:13]2)=[CH:18][CH:17]=1 |f:1.2|. Procedure: The procedure is as in Example 26, but starting with 3-hydroxy-2-(7-methoxy-1,8-naphthyridin-2-yl)-1-isoindolinone (12.3 g) in dimethylformamide (150 cc), an oily suspension (50% by weight; 2.4 g) of sodium hydride and N-chloroacetylmorpholine (8.2 g). The residue obtained is purified initially by chromatography on silica (0.063-0.2 mm; 180 g) contained in a column 4 cm in diameter [eluant: methylene chloride/methanol mixture (95:5 by volume)], collecting 100-cc fractions. Fractions 190 to 210 a... Starting materials: C(CCCCCCCCCCC)C=1C=C(SC1)C=1NC(C2=C(NC(C21)=O)C=2SC=C(C2)CCCCCCCCCCCC)=O (3,6-Bis-(4-dodecyl-thiophen-2-yl)-2,5-dihydro-pyrrolo[3,4-c]pyrrole-1,4-dione), ICC(CCCC)CCCCCC (5-iodomethyl-undecane), C(=O)([O-])[O-].[Cs+].[Cs+] (Cs2CO3). Conditions: temperature 60 celsius, time 8 hour. Yields the product C(CCC)C(CN1C(C2=C(N(C(C2=C1C=1SC=C(C1)CCCCCCCCCCCC)=O)CC(CCCCCC)CCCC)C=1SC=C(C1)CCCCCCCCCCCC)=O)CCCCCC (2,5-Bis-(2-butyl-octyl)-3,6-bis-(4-dodecyl-thiophen-2-yl)-2,5-dihydro-pyrrolo[3,4-c]pyrrole-1,4-dione). Yield: 21.7%. RXN SMILES: [CH2:1]([C:13]1[CH:14]=[C:15]([C:18]2[NH:19][C:20](=[O:44])[C:21]3[C:25]=2[C:24](=[O:26])[NH:23][C:22]=3[C:27]2[S:28][CH:29]=[C:30]([CH2:32][CH2:33][CH2:34][CH2:35][CH2:36][CH2:37][CH2:38][CH2:39][CH2:40][CH2:41][CH2:42][CH3:43])[CH:31]=2)[S:16][CH:17]=1)[CH2:2][CH2:3][CH2:4][CH2:5][CH2:6][CH2:7][CH2:8][CH2:9][CH2:10][CH2:11][CH3:12].I[CH2:46][CH:47]([CH2:52][CH2:53][CH2:54][CH2:55][CH2:56][CH3:57])[CH2:48][CH2:49][CH2:50][CH3:51].C([O-])([O-])=O.[Cs+].[Cs+]>>[CH2:48]([CH:47]([CH2:52][CH2:53][CH2:54][CH2:55][CH2:56][CH3:57])[CH2:46][N:23]1[C:22]([C:27]2[S:28][CH:29]=[C:30]([CH2:32][CH2:33][CH2:34][CH2:35][CH2:36][CH2:37][CH2:38][CH2:39][CH2:40][CH2:41][CH2:42][CH3:43])[CH:31]=2)=[C:21]2[C:25](=[C:18]([C:15]3[S:16][CH:17]=[C:13]([CH2:1][CH2:2][CH2:3][CH2:4][CH2:5][CH2:6][CH2:7][CH2:8][CH2:9][CH2:10][CH2:11][CH3:12])[CH:14]=3)[N:19]([CH2:17][CH:13]([CH2:1][CH2:2][CH2:3][CH3:4])[CH2:14][CH2:15][CH2:18][CH2:25][CH2:21][CH3:20])[C:20]2=[O:44])[C:24]1=[O:26])[CH2:49][CH2:50][CH3:51] |f:2.3.4|. Procedure details: A 100 mL flask was charged with 3,6-bis-(4-dodecyl-thiophen-2-yl)-2,5-dihydro-pyrrolo[3,4-c]pyrrole-1,4-dione 4 (4.3 g, 6.75 mmol), 5-iodomethyl-undecane (6.22 g, 21.0 mmol), Cs2CO3 (7.82 g, 24.0 mmol) and then purged with argon for 10 minutes before 150 mL of dimethylformamide (DMF) was added. The mixture was heated at 60° C. for 36 hours, then at 90° C. for 8 hours, and cooled to room temperature before 200 mL of hexane was added. The organic layer was washed with water (200 mL, 3 times), then...